This data is from the Open Reaction Database (ORD), a public repository of structured organic reaction records. The task is: describe an organic reaction: reactants, conditions, products, and yield Reactants: C(CCC)[Li] (n-butyllithium), [Cl-].[NH4+] (ammonium chloride), CC(C)(C)NS(=O)(=O)C1=CN(C=C1)C (N-(1,1-dimethylethyl)-1-methyl-1H-pyrrole-3-sulfonamide), CN(C(=O)Cl)C (N,N-dimethylcarbamyl chloride), Cl (HCl). Run in hexanes, C1CCOC1 (THF), C1CCOC1 (THF). Conditions: temperature -78 celsius, time 30 minute. Yields the product CC(C)(C)NS(=O)(=O)C1=C(N(C=C1)C)C(=O)N(C)C (3-[[-(1,1-Dimethylethyl)amino]sulfonyl]-N,N,1-trimethyl-1H-pyrrole-2-carboxamide). Yield: 50.2%. RXN SMILES: [CH3:1][C:2]([NH:5][S:6]([C:9]1[CH:13]=[CH:12][N:11]([CH3:14])[CH:10]=1)(=[O:8])=[O:7])([CH3:4])[CH3:3].C([Li])CCC.[CH3:20][N:21]([CH3:25])[C:22](Cl)=[O:23].[Cl-].[NH4+].Cl>C1COCC1>[CH3:4][C:2]([NH:5][S:6]([C:9]1[CH:13]=[CH:12][N:11]([CH3:14])[C:10]=1[C:22]([N:21]([CH3:25])[CH3:20])=[O:23])(=[O:8])=[O:7])([CH3:1])[CH3:3] |f:3.4|. Procedure details: To a solution of 6.48 g (30 mmol) of N-(1,1-dimethylethyl)-1-methyl-1H-pyrrole-3-sulfonamide in 150 mL THF under a nitrogen atmosphere cooled to -78° C. was added dropwise, at such a rate as to keep the temperature below -60° C., 25 mL (61.5 mmol) 2.46M n-butyllithium in hexanes. The reaction mixture was stirred at -78° C. for ca. 30 minutes. To the reaction mixture was added dropwise a solution of 3.1 mL (33 mmol) of N,N-dimethylcarbamyl chloride in 10 mL of THF at such a rate as to maintain th... The reactants are C1CCOC1, CO, N, Cc1cc(-c2nnc(-c3ccc(CC(C)C)s3)o2)cc(C)c1OCC(O)COS(C)(=O)=O. Product: Cc1cc(-c2nnc(-c3ccc(CC(C)C)s3)o2)cc(C)c1OCC(O)CN. RXN SMILES: [CH2:34]1[O:35][CH2:36][CH2:37][CH2:38]1.[CH3:39][OH:40].[NH3:33].[OH:1][CH:2]([CH2:3][O:4][S:5]([CH3:6])(=[O:7])=[O:8])[CH2:9][O:10][c:11]1[c:12]([CH3:32])[cH:13][c:14](-[c:18]2[o:19][c:20](-[c:23]3[s:24][c:25]([CH2:28][CH:29]([CH3:30])[CH3:31])[cH:26][cH:27]3)[n:21][n:22]2)[cH:15][c:16]1[CH3:17]>>[OH:1][CH:2]([CH2:3][NH2:33])[CH2:9][O:10][c:11]1[c:12]([CH3:32])[cH:13][c:14](-[c:18]2[o:19][c:20](-[c:23]3[s:24][c:25]([CH2:28][CH:29]([CH3:30])[CH3:31])[cH:26][cH:27]3)[n:21][n:22]2)[cH:15][c:16]1[CH3:17].